This data is from the Open Reaction Database (ORD), a public repository of structured organic reaction records. The task is: describe an organic reaction: reactants, conditions, products, and yield Reactants: C(C1=CC=CC=C1)OC1=CC=C(C=C1)C=CC(=O)C1CCCCC1 (3-(4-Benzyloxy-phenyl)-1-cyclohexyl-prop-2-en-1-one), crude product. Reagents/catalysts: [Pd] (Pd). The solvent is C1CCOC1 (THF). The product is C(C1=CC=CC=C1)OC1=CC=C(C=C1)CCC(=O)C1CCCCC1 (3-(4-Benzyloxy-phenyl)-1-cyclohexyl-propan-1-one). As a reaction SMILES: [CH2:1]([O:8][C:9]1[CH:14]=[CH:13][C:12]([CH:15]=[CH:16][C:17]([CH:19]2[CH2:24][CH2:23][CH2:22][CH2:21][CH2:20]2)=[O:18])=[CH:11][CH:10]=1)[C:2]1[CH:7]=[CH:6][CH:5]=[CH:4][CH:3]=1>C1COCC1.[Pd]>[CH2:1]([O:8][C:9]1[CH:10]=[CH:11][C:12]([CH2:15][CH2:16][C:17]([CH:19]2[CH2:24][CH2:23][CH2:22][CH2:21][CH2:20]2)=[O:18])=[CH:13][CH:14]=1)[C:2]1[CH:3]=[CH:4][CH:5]=[CH:6][CH:7]=1. Procedure details: The title compound was prepared by hydrogenation of 3-(4-benzyloxy-phenyl)-1-cyclohexyl-prop-2-en-1-one (25.85 g, 84 mmol; prepared in Example C) as described in General Method 3 using 1.0 g of 5% Pd on BaSO4 in 600 mL of THF at room temperature. The crude product was flash chromatographed using CH2Cl2 :MeOH (99:1 to 98:2) to afford a gummy solid. 1H NMR (CDCl3) δ 1.1-1.9 (m, 10 H), 2.2-2.4 (m, 1 H), 2.68-2.74 (m, 2 H), 2.79-2.85 (m, 2 H), 5.04 (s, 2 H), 6.8-6.9 (d, 2 H), 7.1-7.2 (d, 2 H), 7.3-7... Starting materials: CCOC(C)=O, CCOC(=O)C(C)=Cc1ccc(O)c(Cl)c1, [H][H]. Product: CCOC(=O)C(C)Cc1ccc(O)c(Cl)c1. Reaction SMILES: [CH3:19][CH2:20][O:21][C:22](=[O:23])[CH3:24].[Cl:1][c:2]1[cH:3][c:4]([CH:9]=[C:10]([C:11](=[O:12])[O:13][CH2:14][CH3:15])[CH3:16])[cH:5][cH:6][c:7]1[OH:8].[H:17][H:18]>>[Cl:1][c:2]1[cH:3][c:4]([CH2:9][CH:10]([C:11](=[O:12])[O:13][CH2:14][CH3:15])[CH3:16])[cH:5][cH:6][c:7]1[OH:8].